This data is from the Open Reaction Database (ORD), a public repository of structured organic reaction records. The task is: describe an organic reaction: reactants, conditions, products, and yield Starting materials: ClC1=NC=2C=CC(=C(C2C=C1)C(=O)NCC1CCCCC1)Cl (2,6-dichloro-N-(cyclohexylmethyl)quinoline-5-carboxamide), Example 43 ( a ), N1CCNCC1 (piperazine). Solvent: C(C)#N (acetonitrile). Product: Cl.Cl.ClC1=C(C=2C=CC(=NC2C=C1)N1CCNCC1)C(=O)NCC1CCCCC1 (6-Chloro-N-(cyclohexylmethyl)-2-(1-piperazinyl)-5-quinolinecarboxamide, Dihydrochloride). The yield is 80.7%. As a reaction SMILES: [Cl:1][C:2]1[CH:11]=[CH:10][C:9]2[C:8]([C:12]([NH:14][CH2:15][CH:16]3[CH2:21][CH2:20][CH2:19][CH2:18][CH2:17]3)=[O:13])=[C:7]([Cl:22])[CH:6]=[CH:5][C:4]=2[N:3]=1.[NH:23]1[CH2:28][CH2:27][NH:26][CH2:25][CH2:24]1>C(#N)C>[ClH:1].[ClH:1].[Cl:22][C:7]1[CH:6]=[CH:5][C:4]2[N:3]=[C:2]([N:23]3[CH2:28][CH2:27][NH:26][CH2:25][CH2:24]3)[CH:11]=[CH:10][C:9]=2[C:8]=1[C:12]([NH:14][CH2:15][CH:16]1[CH2:21][CH2:20][CH2:19][CH2:18][CH2:17]1)=[O:13] |f:3.4.5|. Procedure: A stirred solution of 2,6-dichloro-N-(cyclohexylmethyl)quinoline-5-carboxamide (Example 43 (a)) (200 mg) and piperazine (160 mg) in acetonitrile (2 mL) was heated at 80° C. in a CEM Discover microwave for 1 hour after which it was cooled to room temperature and concentrated. The residue was purified (Waters' SCX resin, ammonia in methanol (7 M) as eluant) and the resultant product was converted to the dihydrochloride salt by treatment with hydrochloric acid (4M in 1,4-dioxane). Recrystallisation... Product: O[C@H](C(=O)N1CCN(CC1)CC1=CC=2N=C(N=C(C2S1)N1CCOCC1)C=1C=NC=NC1)C ((S)-2-hydroxy-1-(4-((4-morpholino-2-(pyrimidin-5-yl)thieno[3,2-d]pyrimidin-6-yl)methyl)piperazin-1-yl)propan-1-one). Isolated yield 31.1%. Starting materials: ClC=1N=C(C2=C(N1)C=C(S2)CN2CCN(CC2)C([C@H](C)O)=O)N2CCOCC2 ((S)-1-(4-((2-Chloro-4-morpholinothieno[3,2-d]pyrimidin-6-yl)methyl)piperazin-1-yl)-2-hydroxypropan-1-one), B(C1=CN=CN=C1)(O)O (pyrimidin-5-yl-5-boronic acid). As a reaction SMILES: Cl[C:2]1[N:3]=[C:4]([N:23]2[CH2:28][CH2:27][O:26][CH2:25][CH2:24]2)[C:5]2[S:10][C:9]([CH2:11][N:12]3[CH2:17][CH2:16][N:15]([C:18](=[O:22])[C@@H:19]([OH:21])[CH3:20])[CH2:14][CH2:13]3)=[CH:8][C:6]=2[N:7]=1.B(O)(O)[C:30]1[CH:35]=[N:34][CH:33]=[N:32][CH:31]=1>>[OH:21][C@@H:19]([CH3:20])[C:18]([N:15]1[CH2:16][CH2:17][N:12]([CH2:11][C:9]2[S:10][C:5]3[C:4]([N:23]4[CH2:28][CH2:27][O:26][CH2:25][CH2:24]4)=[N:3][C:2]([C:30]4[CH:31]=[N:32][CH:33]=[N:34][CH:35]=4)=[N:7][C:6]=3[CH:8]=2)[CH2:13][CH2:14]1)=[O:22]. Procedure details: (S)-1-(4-((2-Chloro-4-morpholinothieno[3,2-d]pyrimidin-6-yl)methyl)piperazin-1-yl)-2-hydroxypropan-1-one (61 mg) was reacted with 29 mg of pyrimidin-5-yl-5-boronic acid via General Procedure A to give 20.9 mg of 211. MS (Q1) 470.3 (M)+. Reactants: C(CCCCC)N1C(=O)C(=O)C2=CC=C(C=C12)OC (1-hexyl-6-methoxy-isatin), C(C1=CC=CC=C1)(=O)NN (benzhydrazide). Product: C(CCCCC)N1C(\C(\C2=CC=C(C=C12)OC)=N/NC(C1=CC=CC=C1)=O)=O (N′-[(3Z)-1-hexyl-6-methoxy-2-oxo-1,2-dihydro-3H-indol-3-ylidene]benzohydrazide). RXN SMILES: [CH2:1]([N:7]1[C:17]2[C:12](=[CH:13][CH:14]=[C:15]([O:18][CH3:19])[CH:16]=2)[C:10](=O)[C:8]1=[O:9])[CH2:2][CH2:3][CH2:4][CH2:5][CH3:6].[C:20]([NH:28][NH2:29])(=[O:27])[C:21]1[CH:26]=[CH:25][CH:24]=[CH:23][CH:22]=1>>[CH2:1]([N:7]1[C:17]2[C:12](=[CH:13][CH:14]=[C:15]([O:18][CH3:19])[CH:16]=2)/[C:10](=[N:29]/[NH:28][C:20](=[O:27])[C:21]2[CH:26]=[CH:25][CH:24]=[CH:23][CH:22]=2)/[C:8]1=[O:9])[CH2:2][CH2:3][CH2:4][CH2:5][CH3:6]. Reported procedure: The title compound was prepared as a yellow solid, using 1-hexyl-6-methoxy-isatin and benzhydrazide according to the synthetic method E. NMR (CDCl3): δ 0.88 (t, 3H), 1.28 to 1.39 (m, 6H), 1.68-1.74 (m, 2H), 3.73 (t, 2H), 3.87 (s, 3H), 6.44 (d, 1H), 6.64 (dd, 1H), 7.51 (t, 2H), 7.59 (t, 1H), 7.80 (d, 1H), 8.00 (d, 1H), 13.98 (br s, 1H). Reactants: N1C2=C(NC(C1=O)=O)C=1C=CC=CC1C2=O (9H-indeno[1,2-b]pyrazine-2,3,9(1H,4H)-trione), O (water), Cl (hydrochloric acid), O (water), [BH4-].[Na+] (sodium borohydride). The solvent is C(C)O (ethanol). Conditions: time 18 hour. Product: OC1C=2C=CC=CC2C=2NC(C(NC21)=O)=O (9-Hydroxy-9H-indeno[1,2-b]pyrazine-2,3(1H,4H)-dione). Isolated yield 91.0%. RXN SMILES: [NH:1]1[C:6](=[O:7])[C:5](=[O:8])[NH:4][C:3]2[C:9]3[CH:10]=[CH:11][CH:12]=[CH:13][C:14]=3[C:15](=[O:16])[C:2]1=2.O.[BH4-].[Na+].Cl>C(O)C>[OH:16][CH:15]1[C:2]2[NH:1][C:6](=[O:7])[C:5](=[O:8])[NH:4][C:3]=2[C:9]2[CH:10]=[CH:11][CH:12]=[CH:13][C:14]1=2 |f:2.3|. Reported procedure: To a stirred suspension of 9H-indeno[1,2-b]pyrazine-2,3,9(1H,4H)-trione. 1H2O (5.0 g, 21.5 mmol) in 200 ml of ethanol and 30 ml of water was added sodium borohydride (1.76 g, 46.5 mmol) in four portions over 2 hours, then 200 ml of water was added and the mixture was stirred for 18 hours at room temperature. The reaction mixture was acidified with hydrochloric acid (70 ml, 1N) to pH 1.5 and the precipitate was filtered off, washed with water and dried to give 4.59 g (91%) of the title compound. ... Reactants: C(C1=CC=CC=C1)(=O)OC[C@H]1O[C@H]([C@]([C@@H]1OC(C1=CC=CC=C1)=O)(C)F)O (((2R,3R,4R,5R)-3-(benzoyloxy)-4-fluoro-5-hydroxy-4-methyltetrahydrofuran-2-yl)methyl benzoate), C1=CC=C(C=C1)P(C2=CC=CC=C2)C3=CC=CC=C3 (PPh3), C1CC(=O)N(C1=O)Cl (NCS). The solvent is C(Cl)Cl (CH2Cl2). Reaction conditions: time 1 hour. Product: C(C1=CC=CC=C1)(=O)OC[C@H]1O[C@@H]([C@]([C@@H]1OC(C1=CC=CC=C1)=O)(C)F)Cl (((2R,3R,4R,5R)-3-(benzoyloxy)-5-chloro-4-fluoro-4-methyltetrahydrofuran-2-yl)methyl benzoate). As a reaction SMILES: [C:1]([O:9][CH2:10][C@@H:11]1[C@@H:15]([O:16][C:17](=[O:24])[C:18]2[CH:23]=[CH:22][CH:21]=[CH:20][CH:19]=2)[C@:14]([F:26])([CH3:25])[C@H:13](O)[O:12]1)(=[O:8])[C:2]1[CH:7]=[CH:6][CH:5]=[CH:4][CH:3]=1.C1C=CC(P(C2C=CC=CC=2)C2C=CC=CC=2)=CC=1.C1C(=O)N([Cl:54])C(=O)C1>C(Cl)Cl>[C:1]([O:9][CH2:10][C@@H:11]1[C@@H:15]([O:16][C:17](=[O:24])[C:18]2[CH:23]=[CH:22][CH:21]=[CH:20][CH:19]=2)[C@:14]([F:26])([CH3:25])[C@@H:13]([Cl:54])[O:12]1)(=[O:8])[C:2]1[CH:7]=[CH:6][CH:5]=[CH:4][CH:3]=1. Reported procedure: To a solution of mixture of compound 8 (1.0 g, 2.67 mmol) and PPh3 (1.4 g, 5.34 mmol) in CH2Cl2 (15 mL) was added NCS (1.07 g, 8.01 mmol) portionwise at 0° C. Then the resulting mixture was stirred at rt for 1 h and poured into a silica gel column and eluted with EtOAc-hexanes (1:4) using pressure. The collected right fractions were combined, concentrated, and co-evaporated with CH2Cl2 several times and used next step (1.0 g, 95%). RXN SMILES: [Br-:16].[Br:1][c:2]1[cH:3][c:4]2[c:5]([cH:14][cH:15]1)[C:6](=[O:13])[C:7]([CH3:11])([CH3:12])[S:8]2(=[O:9])=[O:10].[CH3:17][Mg+:18].[CH3:19][CH2:20][O:21][CH2:22][CH3:23]>>[Br:1][c:2]1[cH:3][c:4]2[c:5]([cH:14][cH:15]1)[C:6]([OH:13])([CH3:17])[C:7]([CH3:11])([CH3:12])[S:8]2(=[O:9])=[O:10]. Starting materials: [Br-], CC1(C)C(=O)c2ccc(Br)cc2S1(=O)=O, C[Mg+], CCOCC. Yields the product CC1(O)c2ccc(Br)cc2S(=O)(=O)C1(C)C. Starting materials: C(C1=CC=CC=C1)OC(=O)N1CCN(CC1)C1(CC1)C (4-(1-Methylcyclopropan-1-yl)piperazine-1-carboxylic acid benzyl ester). The reagents and catalysts are [OH-].[OH-].[Pd+2] (palladium hydroxide/carbon). Solvent: C(C)O (ethanol). Run at time 20 hour. Product: CC1(CC1)N1CCNCC1 (4-(1-Methylcyclopropan-1-yl)piperazine). The yield is 74.0%. RXN SMILES: C(OC([N:11]1[CH2:16][CH2:15][N:14]([C:17]2([CH3:20])[CH2:19][CH2:18]2)[CH2:13][CH2:12]1)=O)C1C=CC=CC=1>C(O)C.[OH-].[OH-].[Pd+2]>[CH3:20][C:17]1([N:14]2[CH2:15][CH2:16][NH:11][CH2:12][CH2:13]2)[CH2:19][CH2:18]1 |f:2.3.4|. Procedure: 4-(1-Methylcyclopropan-1-yl)piperazine-1-carboxylic acid benzyl ester (509 mg, 1.86 mmol) was dissolved in ethanol (20 mL), and 10% palladium hydroxide/carbon (100 mg) was added thereto. The mixture was stirred for 20 hours at room temperature under a hydrogen stream at normal pressure. The catalyst was separated by filtration, and then the reaction liquor was concentrated under reduced pressure, and dried to obtain the title compound (193 mg, 74%) as an oily matter. This compound was used in th... The reactants are O[C@@H]1[C@H](CCC1)OC1=NC(=NC2=CC=CC=C12)N1CCNCC1 (4-[(1S,2S)-(2-hydroxycyclopentan-1-yl)oxy]-2-(1-piperazinyl)-quinazoline), CC(=O)C (acetone). Reported procedure: 4-[(1S,2S)-(2-Hydroxycyclopentan-1-yl)oxy]-2-(1-piperazinyl)quinazoline (cf. Example 5) (1.03 g) is dissolved in acetone (35 ml) with heating, and the solution is filtered, and to the filtrate is added acetic acid (0.20 ml), and the mixture is allowed to stand at room temperature. The precipitated crystals are separated by filtration to give 4-[(1S,2S)-(2-hydroxycyclopentan-1-yl)oxy]-2-(1-piperazinyl)quinazoline monoacetate (990 mg) as crystals. Product: C(C)(=O)O.O[C@@H]1[C@H](CCC1)OC1=NC(=NC2=CC=CC=C12)N1CCNCC1 (4-[(1S,2S)-(2-hydroxycyclopentan-1-yl)oxy]-2-(1-piperazinyl)quinazoline monoacetate). RXN SMILES: [OH:1][C@H:2]1[CH2:6][CH2:5][CH2:4][C@@H:3]1[O:7][C:8]1[C:17]2[C:12](=[CH:13][CH:14]=[CH:15][CH:16]=2)[N:11]=[C:10]([N:18]2[CH2:23][CH2:22][NH:21][CH2:20][CH2:19]2)[N:9]=1.CC(C)=[O:26]>>[C:8]([OH:26])(=[O:7])[CH3:17].[OH:1][C@H:2]1[CH2:6][CH2:5][CH2:4][C@@H:3]1[O:7][C:8]1[C:17]2[C:12](=[CH:13][CH:14]=[CH:15][CH:16]=2)[N:11]=[C:10]([N:18]2[CH2:19][CH2:20][NH:21][CH2:22][CH2:23]2)[N:9]=1 |f:2.3|.